Dataset: the Open Reaction Database (ORD), a public repository of structured organic reaction records. Task: describe an organic reaction: reactants, conditions, products, and yield Reactants: N#CC1CC(F)CN1C(=O)CNC12CCC(C(=O)O)(CC1)CC2, Cc1ccc(N)c(Cl)c1. The product is Cc1ccc(NC(=O)C23CCC(NCC(=O)N4CC(F)CC4C#N)(CC2)CC3)c(Cl)c1. RXN SMILES: [C:1](=[O:2])([OH:3])[C:4]12[CH2:5][CH2:6][C:7]([NH:12][CH2:13][C:14](=[O:15])[N:16]3[CH:17]([C:22]#[N:23])[CH2:18][CH:19]([F:21])[CH2:20]3)([CH2:8][CH2:9]1)[CH2:10][CH2:11]2.[Cl:24][c:25]1[c:26]([NH2:27])[cH:28][cH:29][c:30]([CH3:32])[cH:31]1>>[C:1](=[O:3])([C:4]12[CH2:5][CH2:6][C:7]([NH:12][CH2:13][C:14](=[O:15])[N:16]3[CH:17]([C:22]#[N:23])[CH2:18][CH:19]([F:21])[CH2:20]3)([CH2:8][CH2:9]1)[CH2:10][CH2:11]2)[NH:27][c:26]1[c:25]([Cl:24])[cH:31][c:30]([CH3:32])[cH:29][cH:28]1.